From a dataset of the Open Reaction Database (ORD), a public repository of structured organic reaction records. describe an organic reaction: reactants, conditions, products, and yield Starting materials: Cc1ccc(-c2c(Cl)ncnc2NS(=O)(=O)c2ccc(C(C)(C)C)cc2)cc1, C1CCOC1, [H-], [Na+], OCC#CCOc1ccccc1, O=C(O)CC(O)(CC(=O)O)C(=O)O, C#CCOc1ccccc1. Yields the product Cc1ccc(-c2c(NS(=O)(=O)c3ccc(C(C)(C)C)cc3)ncnc2OCC#CCOc2ccccc2)cc1. Reaction SMILES: [C:1]([CH3:2])([CH3:3])([CH3:4])[c:5]1[cH:6][cH:7][c:8]([S:11](=[O:12])(=[O:13])[NH:14][c:15]2[n:16][cH:17][n:18][c:19]([Cl:28])[c:20]2-[c:21]2[cH:22][cH:23][c:24]([CH3:27])[cH:25][cH:26]2)[cH:9][cH:10]1.[CH2:53]1[O:54][CH2:55][CH2:56][CH2:57]1.[H-:52].[Na+:51].[O:29]([c:30]1[cH:31][cH:32][cH:33][cH:34][cH:35]1)[CH2:36][C:37]#[C:38][CH2:39][OH:40].[OH:58][C:59]([CH2:60][C:61]([C:62](=[O:63])[OH:64])([CH2:65][C:66](=[O:67])[OH:68])[OH:69])=[O:70].[c:41]1([O:42][CH2:43][C:44]#[CH:45])[cH:46][cH:47][cH:48][cH:49][cH:50]1>>[C:1]([CH3:2])([CH3:3])([CH3:4])[c:5]1[cH:6][cH:7][c:8]([S:11](=[O:12])(=[O:13])[NH:14][c:15]2[n:16][cH:17][n:18][c:19]([O:40][CH2:39][C:38]#[C:37][CH2:36][O:29][c:30]3[cH:31][cH:32][cH:33][cH:34][cH:35]3)[c:20]2-[c:21]2[cH:22][cH:23][c:24]([CH3:27])[cH:25][cH:26]2)[cH:9][cH:10]1. Starting materials: CCOC(=O)CCc1coc2c(O[Si](C)(C)C(C)(C)C)c3ccccc3c(C)c12, CC(C)C[Al+]CC(C)C, ClCCl, [H-]. Reaction SMILES: [CH2:1]([O:3][C:4](=[O:2])[CH2:5][CH2:6][c:7]1[c:8]2[c:9]([o:10][cH:11]1)[c:12]([O:21][Si:22]([CH3:23])([CH3:24])[C:25]([CH3:26])([CH3:27])[CH3:28])[c:13]1[cH:14][cH:15][cH:16][cH:17][c:18]1[c:19]2[CH3:20])[CH3:29].[CH2:31]([Al+:32][CH2:33][CH:34]([CH3:35])[CH3:36])[CH:37]([CH3:38])[CH3:39].[Cl:40][CH2:41][Cl:42].[H-:30]>>[O:3]=[CH:4][CH2:5][CH2:6][c:7]1[c:8]2[c:9]([o:10][cH:11]1)[c:12]([O:21][Si:22]([CH3:23])([CH3:24])[C:25]([CH3:26])([CH3:27])[CH3:28])[c:13]1[cH:14][cH:15][cH:16][cH:17][c:18]1[c:19]2[CH3:20]. Yields the product Cc1c2ccccc2c(O[Si](C)(C)C(C)(C)C)c2occ(CCC=O)c12. The reactants are CC(=O)O, COCCOC, CCCCC=O, C1CCNCC1, O=C1CSC(=S)N1N=c1sc2ccccc2s1. Yields the product CCCCC=C1SC(=S)N(N=c2sc3ccccc3s2)C1=O. RXN SMILES: [C:30]([OH:31])(=[O:32])[CH3:33].[CH3:34][O:35][CH2:36][CH2:37][O:38][CH3:39].[CH:18]([CH2:19][CH2:20][CH2:21][CH3:22])=[O:23].[NH:24]1[CH2:25][CH2:26][CH2:27][CH2:28][CH2:29]1.[s:1]1[c:2](=[N:10][N:11]2[C:12](=[S:17])[S:13][CH2:14][C:15]2=[O:16])[s:3][c:4]2[c:5]1[cH:6][cH:7][cH:8][cH:9]2>>[s:1]1[c:2](=[N:10][N:11]2[C:12](=[S:17])[S:13][C:14](=[CH:18][CH2:19][CH2:20][CH2:21][CH3:22])[C:15]2=[O:16])[s:3][c:4]2[c:5]1[cH:6][cH:7][cH:8][cH:9]2. Reactants: CCCCN, CCOCC, C#C[Si](C)(C)C, CCOC(C#CC=CCl)OCC, CCOC(C#CC=CCl)OCC, I[Cu]I, O, [Pd], c1ccc(P(c2ccccc2)c2ccccc2)cc1, c1ccc(P(c2ccccc2)c2ccccc2)cc1, c1ccc(P(c2ccccc2)c2ccccc2)cc1, c1ccc(P(c2ccccc2)c2ccccc2)cc1, c1ccccc1. Product: CCOC(C#CC=CC#C[Si](C)(C)C)OCC. RXN SMILES: [CH2:25]([NH2:26])[CH2:27][CH2:28][CH3:29].[CH3:122][CH2:123][O:124][CH2:125][CH3:126].[CH3:30][Si:31]([CH3:32])([CH3:33])[C:34]#[CH:35].[Cl:13][CH:14]=[CH:15][C:16]#[C:17][CH:18]([O:19][CH2:20][CH3:21])[O:22][CH2:23][CH3:24].[Cl:1][CH:2]=[CH:3][C:4]#[C:5][CH:6]([O:7][CH2:8][CH3:9])[O:10][CH2:11][CH3:12].[Cu:119]([I:120])[I:121].[OH2:127].[Pd:118].[c:42]1([P:43]([c:44]2[cH:45][cH:46][cH:47][cH:48][cH:49]2)[c:50]2[cH:51][cH:52][cH:53][cH:54][cH:55]2)[cH:56][cH:57][cH:58][cH:59][cH:60]1.[c:61]1([P:62]([c:63]2[cH:64][cH:65][cH:66][cH:67][cH:68]2)[c:69]2[cH:70][cH:71][cH:72][cH:73][cH:74]2)[cH:75][cH:76][cH:77][cH:78][cH:79]1.[c:80]1([P:81]([c:82]2[cH:83][cH:84][cH:85][cH:86][cH:87]2)[c:88]2[cH:89][cH:90][cH:91][cH:92][cH:93]2)[cH:94][cH:95][cH:96][cH:97][cH:98]1.[c:99]1([P:100]([c:101]2[cH:102][cH:103][cH:104][cH:105][cH:106]2)[c:107]2[cH:108][cH:109][cH:110][cH:111][cH:112]2)[cH:113][cH:114][cH:115][cH:116][cH:117]1.[cH:36]1[cH:37][cH:38][cH:39][cH:40][cH:41]1>>[CH:2](=[CH:3][C:4]#[C:5][CH:6]([O:7][CH2:8][CH3:9])[O:10][CH2:11][CH3:12])[C:35]#[C:34][Si:31]([CH3:30])([CH3:32])[CH3:33].